This data is from the Open Reaction Database (ORD), a public repository of structured organic reaction records. The task is: describe an organic reaction: reactants, conditions, products, and yield Starting materials: CCn1cc(C(=O)O)c2ccc(C(=O)OC)cc21, ClCCl, O=C(Cl)C(=O)Cl, [NH4+], CN(C)C=O, [OH-]. Product: CCn1cc(C(N)=O)c2ccc(C(=O)OC)cc21. As a reaction SMILES: [CH3:1][O:2][C:3](=[O:4])[c:5]1[cH:6][cH:7][c:8]2[c:9]([C:16](=[O:17])[OH:18])[cH:10][n:11]([CH2:14][CH3:15])[c:12]2[cH:13]1.[Cl:19][CH2:20][Cl:21].[Cl:22][C:23]([C:24]([Cl:25])=[O:26])=[O:27].[NH4+:29].[O:30]=[CH:31][N:32]([CH3:33])[CH3:34].[OH-:28]>>[CH3:1][O:2][C:3](=[O:4])[c:5]1[cH:6][cH:7][c:8]2[c:9]([C:16](=[O:18])[NH2:29])[cH:10][n:11]([CH2:14][CH3:15])[c:12]2[cH:13]1. Starting materials: step-iii, Cl.FC=1C=C(CN2N=CC(=C2)C2=CN(C3=NC=C(C=C32)C3=CC=C(C=C3)C3CCNCC3)S(=O)(=O)C3=CC=C(C)C=C3)C=CC1 (3-(1-(3-fluorobenzyl)-1H-pyrazol-4-yl)-5-(4-(piperidin-4-yl)phenyl)-1-tosyl-1H-pyrrolo[2,3-b]pyridine hydrochloride), [OH-].[Li+] (lithium hydroxide). Run in C1CCOC1.CO.O (THF methanol water). Product: FC=1C=C(CN2N=CC(=C2)C2=CNC3=NC=C(C=C32)C3=CC=C(C=C3)C3CCNCC3)C=CC1 (3-(1-(3-fluorobenzyl)-1H-pyrazol-4-yl)-5-(4-(piperidin-4-yl)phenyl)-1H-pyrrolo[2,3-b]pyridine). The yield is 511.1%. Reaction SMILES: Cl.[F:2][C:3]1[CH:4]=[C:5]([CH:43]=[CH:44][CH:45]=1)[CH2:6][N:7]1[CH:11]=[C:10]([C:12]2[C:20]3[C:15](=[N:16][CH:17]=[C:18]([C:21]4[CH:26]=[CH:25][C:24]([CH:27]5[CH2:32][CH2:31][NH:30][CH2:29][CH2:28]5)=[CH:23][CH:22]=4)[CH:19]=3)[N:14](S(C3C=CC(C)=CC=3)(=O)=O)[CH:13]=2)[CH:9]=[N:8]1.[OH-].[Li+]>C1COCC1.CO.O>[F:2][C:3]1[CH:4]=[C:5]([CH:43]=[CH:44][CH:45]=1)[CH2:6][N:7]1[CH:11]=[C:10]([C:12]2[C:20]3[C:15](=[N:16][CH:17]=[C:18]([C:21]4[CH:22]=[CH:23][C:24]([CH:27]5[CH2:32][CH2:31][NH:30][CH2:29][CH2:28]5)=[CH:25][CH:26]=4)[CH:19]=3)[NH:14][CH:13]=2)[CH:9]=[N:8]1 |f:0.1,2.3,4.5.6|. Procedure details: Using similar reaction conditions as described in step-iii of example-1, 3-(1-(3-fluorobenzyl)-1H-pyrazol-4-yl)-5-(4-(piperidin-4-yl)phenyl)-1-tosyl-1H-pyrrolo[2,3-b]pyridine hydrochloride (170 mg, 0.026 mmol) was hydrolyzed by lithium hydroxide (12 mg, 0.264 mmol) in THF/methanol/water (10/5/2.5 ml) to yield 60 mg (40% yield) of the titled compound. 1H NMR (CD3OD, 300 MHz): δ 8.54 (s, 2H), 8.229-8.227 (d, 1H), 7.959-7.957 (d, 1H), 7.73-7.70 (m, 3H), 7.44-7.41 (d, 2H), 7.38-7.23 (m, 1H), 7.12-7.... Starting materials: CN1NC(C=2[C@H]3CC[C@@](C12)(C3(C)C)C)=O ((4S,7R)-1,7,8,8-tetramethyl-1,2,4,5,6,7-hexahydro-4,7-methano-indazol-3-one), CN1NC(C=2[C@H]3CC[C@@](C12)(C3(C)C)C)=O ((4S,7R)-1,7,8,8-tetramethyl-1,2,4,5,6,7-hexahydro-4,7-methano-indazol-3-one), BrC1=NC=CC=C1 (2-bromo-pyridine), N1=C(C=CC=C1)C(=O)O (picolinic acid), C([O-])(O)=O.[K+] (potassium bicarbonate). Reagents/catalysts: [Cu]I (copper(I) iodide). Run in Cl (HCl), CN(C=O)C (N,N-dimethylformamide). Product: N1=C(C=CC=C1)N1N(C=2[C@@]3(CC[C@H](C2C1=O)C3(C)C)C)C ((4S,7R)-2-(pyridin-2-yl)-1,7,8,8-tetramethyl-1,2,4,5,6,7-hexahydro-4,7-methano-indazol-3-one). The yield is 25.9%. As a reaction SMILES: [CH3:1][N:2]1[C:10]2[C@@:9]3([CH3:14])[C:11]([CH3:13])([CH3:12])[C@H:6]([CH2:7][CH2:8]3)[C:5]=2[C:4](=[O:15])[NH:3]1.Br[C:17]1[CH:22]=[CH:21][CH:20]=[CH:19][N:18]=1.N1C=CC=CC=1C(O)=O.C(=O)(O)[O-].[K+]>CN(C)C=O.Cl.[Cu]I>[N:18]1[CH:19]=[CH:20][CH:21]=[CH:22][C:17]=1[N:3]1[C:4](=[O:15])[C:5]2[C@@H:6]3[C:11]([CH3:12])([CH3:13])[C@@:9]([CH3:14])([CH2:8][CH2:7]3)[C:10]=2[N:2]1[CH3:1] |f:3.4|. Reported procedure: A mixture of (4S,7R)-1,7,8,8-tetramethyl-1,2,4,5,6,7-hexahydro-4,7-methano-indazol-3-one (Intermediate 19; 412 mg, 2 mmol), 2-bromo-pyridine (175 μL, 1.8 mmol), copper(I) iodide (19 mg, 0.1 mmol), picolinic acid (49 mg, 0.4 mmol), and potassium bicarbonate (280 mg, 2.8 mmol) in N,N-dimethylformamide (10 mL) was irradiated in a microwave oven at 220° C. for 30 min. The reaction mixture was diluted with 0.1 M HCl (200 mL) and then extracted with ethyl acetate (200 mL). The organic layer was washed... The reactants are CCOCC (Ether), CC1CNCCC1 (3-methylpiperidine), C(C)(C)N(CC)C(C)C (diisopropylethylamine), Cl.N1(N=CN=C1)C(N)=N (1H-1,2,4-triazole-1-carboximidamide hydrochloride). Solvent: CN(C=O)C (N,N-dimethylformamide). Reaction conditions: time 8 hour. Yields the product Cl.CC1CN(CCC1)C(N)=N (3-Methyl-1-piperidinecarboximidamide hydrochloride). The yield is 83.0%. As a reaction SMILES: [CH3:1][CH:2]1[CH2:7][CH2:6][CH2:5][NH:4][CH2:3]1.C(N(C(C)C)CC)(C)C.[ClH:17].[N:18]1(C(=N)N)[CH:22]=[N:21]C=N1.CCOCC>CN(C)C=O>[ClH:17].[CH3:1][CH:2]1[CH2:7][CH2:6][CH2:5][N:4]([C:22](=[NH:18])[NH2:21])[CH2:3]1 |f:2.3,6.7|. Procedure: A mixture of 3-methylpiperidine (2.347 ml, 20 mmol), diisopropylethylamine (3.49 ml, 20.00 mmol) and 1H-1,2,4-triazole-1-carboximidamide hydrochloride (2.444 g, 22.00 mmol) in N,N-dimethylformamide (10 ml) was stirred at room temperature overnight. Ether (50 ml) was added to the reaction mixture and the mixture was stirred at room temperature for 10 minutes. The ether layer was separated and DMF layer was stirred with ether (50 ml) at 5° C. (ice water bath) for 10 minutes and the ether layer was...